Dataset: the Open Reaction Database (ORD), a public repository of structured organic reaction records. Task: describe an organic reaction: reactants, conditions, products, and yield Starting materials: O=C([O-])[O-], CI, CN(C)C=O, COc1ccc(CNc2nnc(N3CCC(O)CC3)c3ccc(-c4nnn[nH]4)cc23)cc1Cl, [K+], [K+], O. Product: COc1ccc(CNc2nnc(N3CCC(O)CC3)c3ccc(-c4nnnn4C)cc23)cc1Cl. Reaction SMILES: [C:36](=[O:37])([O-:38])[O-:39].[CH3:1][I:2].[CH3:42][N:43]([CH3:44])[CH:45]=[O:46].[Cl:3][c:4]1[cH:5][c:6]([CH2:7][NH:8][c:9]2[n:10][n:11][c:12]([N:24]3[CH2:25][CH2:26][CH:27]([OH:30])[CH2:28][CH2:29]3)[c:13]3[cH:14][cH:15][c:16](-[c:19]4[n:20][n:21][n:22][nH:23]4)[cH:17][c:18]23)[cH:31][cH:32][c:33]1[O:34][CH3:35].[K+:40].[K+:41].[OH2:47]>>[Cl:3][c:4]1[cH:5][c:6]([CH2:7][NH:8][c:9]2[n:10][n:11][c:12]([N:24]3[CH2:25][CH2:26][CH:27]([OH:30])[CH2:28][CH2:29]3)[c:13]3[cH:14][cH:15][c:16](-[c:19]4[n:20][n:21][n:22][n:23]4[CH3:36])[cH:17][c:18]23)[cH:31][cH:32][c:33]1[O:34][CH3:35]. The reactants are CCCP1(=O)OP(=O)(OP(=O)(O1)CCC)CCC (1-propanephosphonic acid cyclic anhydride), C1(=CC=C(C=C1)S(=O)(=O)O)C.NC(C(=O)C1=CC(=C(C=C1)F)C(F)(F)F)C (2-amino-1-(4-fluoro-3-trifluoromethyl-phenyl)-propan-1-one toluene-4-sulfonic acid salt), C(=O)(OC(C)(C)C)N1CCC(CC1)C(=O)O (1-Boc-piperidine-4-carboxylic acid), CN1CCOCC1 (N-methylmorpholine). The solvent is CCOC(=O)C (EtOAc), CN(C=O)C (dimethylformamide). Conditions: time 1 hour. Product: C(C)(C)(C)OC(=O)N1CCC(CC1)C(NC(C(=O)C1=CC(=C(C=C1)F)C(F)(F)F)C)=O (4-[2-(4-Fluoro-3-trifluoromethyl-phenyl)-1-methyl-2-oxo-ethylcarbamoyl]-piperidine-1-carboxylic acid tert-butyl ester). The yield is 50.7%. RXN SMILES: C1(C)C=CC(S(O)(=O)=O)=CC=1.[NH2:12][CH:13]([CH3:27])[C:14]([C:16]1[CH:21]=[CH:20][C:19]([F:22])=[C:18]([C:23]([F:26])([F:25])[F:24])[CH:17]=1)=[O:15].[C:28]([N:35]1[CH2:40][CH2:39][CH:38]([C:41](O)=[O:42])[CH2:37][CH2:36]1)([O:30][C:31]([CH3:34])([CH3:33])[CH3:32])=[O:29].CN1CCOCC1.CCCP1(OP(CCC)(=O)OP(CCC)(=O)O1)=O>CCOC(C)=O.CN(C)C=O>[C:31]([O:30][C:28]([N:35]1[CH2:40][CH2:39][CH:38]([C:41](=[O:42])[NH:12][CH:13]([CH3:27])[C:14]([C:16]2[CH:21]=[CH:20][C:19]([F:22])=[C:18]([C:23]([F:26])([F:24])[F:25])[CH:17]=2)=[O:15])[CH2:37][CH2:36]1)=[O:29])([CH3:34])([CH3:33])[CH3:32] |f:0.1|. Reported procedure: Add dimethylformamide (20 mL) is to a mixture of 2-amino-1-(4-fluoro-3-trifluoromethyl-phenyl)-propan-1-one toluene-4-sulfonic acid salt (900 mg; 1.00 equiv; 2.21 mmoles) and 1-Boc-piperidine-4-carboxylic acid (Boc-Inp-OH) (613.96 mg, 1.20 equiv; 2.65 mmoles) at room temperature. Add N-methylmorpholine (6.00 equiv; 13.26 mmoles; 1.46 mL) to the above solution, then 1-propanephosphonic acid cyclic anhydride (1.50 equiv; 3.31 mmoles; 862.14 μL) at 0° C. Warm the mixture to room temperature while s...